Dataset: the Open Reaction Database (ORD), a public repository of structured organic reaction records. Task: describe an organic reaction: reactants, conditions, products, and yield Starting materials: Cc1cccnc1Br, C1CCOC1, Cc1ccc(S(=O)[O-])cc1, N#CCc1ccc(F)cc1, [H-], [Na+], [Na+], O. Product: Cc1cccnc1C(C#N)c1ccc(F)cc1. RXN SMILES: [Br:11][c:12]1[n:13][cH:14][cH:15][cH:16][c:17]1[CH3:18].[CH2:32]1[O:33][CH2:34][CH2:35][CH2:36]1.[CH3:19][c:20]1[cH:21][cH:22][c:23]([S:24]([O-:25])=[O:26])[cH:27][cH:28]1.[F:1][c:2]1[cH:3][cH:4][c:5]([CH2:8][C:9]#[N:10])[cH:6][cH:7]1.[H-:30].[Na+:29].[Na+:31].[OH2:37]>>[F:1][c:2]1[cH:3][cH:4][c:5]([CH:8]([C:9]#[N:10])[c:12]2[n:13][cH:14][cH:15][cH:16][c:17]2[CH3:18])[cH:6][cH:7]1. The reactants are CN(CCN(C)C)C (TMEDA), C(=O)([O-])[O-].[K+].[K+] (K2CO3), C(#C)C1=CC=CC=C1 (1-ethynylbenzene). Product: C1(=CC=CC=C1)C#CC(=O)O (phenylpropiolic acid). Reported procedure: An initial experiment was conducted by using 2 mol % of CuCl, 2 mol % of TMEDA (N,N,N′,N′-tetramethylethylenediamine) ligand, and K2CO3 as base for the carboxylation of 1-ethynylbenzene at ambient temperature and atmospheric pressure. Remarkably, phenylpropiolic acid was produced in excellent yield after acid workup. The isolated pure product was characterized by NMR and elemental analysis. Phenylpropiolic acid was further converted into its methylester and characterized by NMR and GC/MS. Reagents/catalysts: Cl[Cu] (CuCl). As a reaction SMILES: CN(C)CCN(C)C.[C:9]([O-:12])([O-])=[O:10].[K+].[K+].[C:15]([C:17]1[CH:22]=[CH:21][CH:20]=[CH:19][CH:18]=1)#[CH:16]>Cl[Cu]>[C:17]1([C:15]#[C:16][C:9]([OH:12])=[O:10])[CH:22]=[CH:21][CH:20]=[CH:19][CH:18]=1 |f:1.2.3|. The reactants are BrC(Br)(Br)Br, CCOC(=O)C=Cc1ccc(CO)cc1C, ClCCl, ClCCl, O, c1ccc(P(c2ccccc2)c2ccccc2)cc1. Yields the product CCOC(=O)C=Cc1ccc(CBr)cc1C. Reaction SMILES: [C:17]([Br:18])([Br:19])([Br:20])[Br:21].[CH2:1]([CH3:2])[O:3][C:4]([CH:5]=[CH:6][c:7]1[c:8]([CH3:15])[cH:9][c:10]([CH2:13][OH:14])[cH:11][cH:12]1)=[O:16].[Cl:42][CH2:43][Cl:44].[Cl:45][CH2:46][Cl:47].[OH2:41].[c:22]1([P:23]([c:24]2[cH:25][cH:26][cH:27][cH:28][cH:29]2)[c:30]2[cH:31][cH:32][cH:33][cH:34][cH:35]2)[cH:36][cH:37][cH:38][cH:39][cH:40]1>>[CH2:1]([CH3:2])[O:3][C:4]([CH:5]=[CH:6][c:7]1[c:8]([CH3:15])[cH:9][c:10]([CH2:13][Br:18])[cH:11][cH:12]1)=[O:16]. Reactants: COC([C@H]([C@H](CC1=CC=CC=C1)NC(=O)C1=CC=2C(=CN=C(C2)Cl)N1)O)=O (3-(S)-[(5-Chloro-1H-pyrrolo[2,3-c]pyridine-2-carbonyl)amino]-2-(S)-hydroxy-4-phenylbutyric acid methyl ester), [OH-].[Na+] (sodium hydroxide). Solvent: CO (methanol). The product is ClC=1C=C2C(=CN1)NC(=C2)C(=O)N[C@H]([C@@H](C(=O)O)O)CC2=CC=CC=C2 (3-(S)-[(5-Chloro-1H-pyrrolo[2,3-c]pyridine-2-carbonyl)amino]-2-(S)-hydroxy-4-phenylbutyric acid). RXN SMILES: C[O:2][C:3](=[O:27])[C@@H:4]([OH:26])[C@@H:5]([NH:13][C:14]([C:16]1[NH:25][C:19]2=[CH:20][N:21]=[C:22]([Cl:24])[CH:23]=[C:18]2[CH:17]=1)=[O:15])[CH2:6][C:7]1[CH:12]=[CH:11][CH:10]=[CH:9][CH:8]=1.[OH-].[Na+]>CO>[Cl:24][C:22]1[CH:23]=[C:18]2[CH:17]=[C:16]([C:14]([NH:13][C@@H:5]([CH2:6][C:7]3[CH:8]=[CH:9][CH:10]=[CH:11][CH:12]=3)[C@H:4]([OH:26])[C:3]([OH:27])=[O:2])=[O:15])[NH:25][C:19]2=[CH:20][N:21]=1 |f:1.2|. Procedure: 3-(S)-[(5-Chloro-1H-pyrrolo[2,3-c]pyridine-2-carbonyl)amino]-2-(S)-hydroxy-4-phenylbutyric acid methyl ester (152 mg, 0.39 mmol) was hydrolysed in a similar way to EXAMPLE 44 using sodium hydroxide solution (0.44 ml, 1N, 0.44 mmol) in methanol (10 mL). δH (d6 DMSO): 2.83, 2.95 (2H, 2dd), 4.19 (1H, d), 4.52 (1H, m), 5.75 (1H, br s), 7.10-7.33 (6H, 2m), 7.68 (1H, s), 8.54 (1H, s), 8.72 (1H, d). The reactants are C(C)(C)(C)NCC(COC=1C=C(C=CC1[N+](=O)[O-])C=1CCC(NN1)=O)O (6-[3-(3-t-butylamino-2-hydroxypropoxy)-4-nitrophenyl]-4,5-dihydro-3(2H)-pyridazinone), C1=CCCCC1 (cyclohexene). The reagents and catalysts are [Pd] (palladium on charcoal). The solvent is C(C)O (ethanol). Product: NC1=C(C=C(C=C1)C=1CCC(NN1)=O)OCC(CNC(C)(C)C)O (6-[4-amino-3-(3-t-butylamino-2-hydroxypropoxy)phenyl]-4,5-dihydro-3(2H)-pyridazinone). As a reaction SMILES: [C:1]([NH:5][CH2:6][CH:7]([OH:26])[CH2:8][O:9][C:10]1[CH:11]=[C:12]([C:19]2[CH2:20][CH2:21][C:22](=[O:25])[NH:23][N:24]=2)[CH:13]=[CH:14][C:15]=1[N+:16]([O-])=O)([CH3:4])([CH3:3])[CH3:2].C1CCCCC=1>C(O)C.[Pd]>[NH2:16][C:15]1[CH:14]=[CH:13][C:12]([C:19]2[CH2:20][CH2:21][C:22](=[O:25])[NH:23][N:24]=2)=[CH:11][C:10]=1[O:9][CH2:8][CH:7]([OH:26])[CH2:6][NH:5][C:1]([CH3:3])([CH3:2])[CH3:4]. Procedure details: A solution of 6-[3-(3-t-butylamino-2-hydroxypropoxy)-4-nitrophenyl]-4,5-dihydro-3(2H)-pyridazinone in ethanol was heated under reflux with palladium on charcoal and excess of cyclohexene for 18 hours. Evaporation of the filtered solution under reduced pressure gave 6-[4-amino-3-(3-t-butylamino-2-hydroxypropoxy)phenyl]-4,5-dihydro-3(2H)-pyridazinone. The reactants are 2-N, Cl (hydrochloric acid), C(C1=CC=CC=C1)OC(=O)N[C@@H](CCCCNC(=O)OCC1=CC=CC=C1)C(=O)NOP(O)(=O)C ([[N2,N6 -bis(benzyloxycarbonyl)-L-lysyl]amino]-methylphosphonic acid). The product is Cl.Cl.N[C@@H](CCCCN)C(=O)NOP(O)(=O)C ((L-lysylamino)-methylphosphonic acid dihydrochloride). RXN SMILES: [ClH:1].C(OC([NH:12][C@H:13]([C:29]([NH:31][O:32][P:33]([CH3:36])(=[O:35])[OH:34])=[O:30])[CH2:14][CH2:15][CH2:16][CH2:17][NH:18]C(OCC1C=CC=CC=1)=O)=O)C1C=CC=CC=1>>[ClH:1].[ClH:1].[NH2:12][C@H:13]([C:29]([NH:31][O:32][P:33]([CH3:36])(=[O:34])[OH:35])=[O:30])[CH2:14][CH2:15][CH2:16][CH2:17][NH2:18] |f:2.3.4|. Procedure: In a manner analogous to Example 1 b), but with hydrogenation in the presence of 2-N hydrochloric acid, starting from [[N2,N6 -bis(benzyloxycarbonyl)-L-lysyl]amino]-methylphosphonic acid there was obtained (L-lysylamino)-methylphosphonic acid dihydrochloride of melting point 212°-217° C (decomposition); [α]D20 = +22.35° (c = 1% in water). The product is ClC1=C(C=CC(=C1Cl)O)CCC(=O)OCC (Ethyl 3-(2,3-dichloro-4-hydroxyphenyl)propanoate). Procedure details: Into a 50-mL round-bottom flask, was placed ethyl (2Z)-3-(2,3-dichloro-4-hydroxyphenyl)prop-2-enoate (270 mg, 1.03 mmol, 1.00 equiv), TsNHNH2 (193 mg, 1.04 mmol, 1.00 equiv), NaOAc (424 mg, 5.17 mmol, 5.00 equiv), ethylene glycol dimethyl ether (10 mL), water (1 mL). The resulting solution was stirred overnight at 80° C. The resulting mixture was concentrated under vacuum. The residue was applied onto a silica gel column with ethyl acetate/petroleum ether (1:3). This resulted in 150 mg (52%) of ... Run in O (water). Reaction conditions: temperature 80 celsius, time 8 hour. Reactants: ClC1=C(C=CC(=C1Cl)O)\C=C/C(=O)OCC (ethyl (2Z)-3-(2,3-dichloro-4-hydroxyphenyl)prop-2-enoate), COCCOC (ethylene glycol dimethyl ether), S(=O)(=O)(C1=CC=C(C)C=C1)NN (TsNHNH2), CC(=O)[O-].[Na+] (NaOAc). RXN SMILES: [Cl:1][C:2]1[C:7]([Cl:8])=[C:6]([OH:9])[CH:5]=[CH:4][C:3]=1/[CH:10]=[CH:11]\[C:12]([O:14][CH2:15][CH3:16])=[O:13].S(NN)(C1C=CC(C)=CC=1)(=O)=O.CC([O-])=O.[Na+].COCCOC>O>[Cl:1][C:2]1[C:7]([Cl:8])=[C:6]([OH:9])[CH:5]=[CH:4][C:3]=1[CH2:10][CH2:11][C:12]([O:14][CH2:15][CH3:16])=[O:13] |f:2.3|.